Dataset: the Open Reaction Database (ORD), a public repository of structured organic reaction records. Task: describe an organic reaction: reactants, conditions, products, and yield Conditions: time 8 hour. Reported procedure: 9.3 Grams of 4-methyl-7-hydroxy-1-indanone and 30 g of N-hydroxymethyl-α-chloroacetamide were dissolved by adding 280 ml of concentrated sulfuric acid under a cooling condition. After the mixture was allowed to stand overnight, the mixture was poured into ice-water. The crystals formed in the mixture were collected by filtration and were recrystallized from ethanol to obtain 49 g of 4-methyl-6-α-chloroacetylaminomethyl-7-hydroxy-1-indanone. Run in S(O)(O)(=O)=O (sulfuric acid). As a reaction SMILES: [CH3:1][C:2]1[CH:10]=[CH:9][C:8]([OH:11])=[C:7]2[C:3]=1[CH2:4][CH2:5][C:6]2=[O:12].O[CH2:14][NH:15][C:16](=[O:19])[CH2:17][Cl:18]>S(=O)(=O)(O)O>[CH3:1][C:2]1[CH:10]=[C:9]([CH2:14][NH:15][C:16](=[O:19])[CH2:17][Cl:18])[C:8]([OH:11])=[C:7]2[C:3]=1[CH2:4][CH2:5][C:6]2=[O:12]. Starting materials: CC1=C2CCC(C2=C(C=C1)O)=O (4-methyl-7-hydroxy-1-indanone), OCNC(CCl)=O (N-hydroxymethyl-α-chloroacetamide), ice water. Yields the product CC1=C2CCC(C2=C(C(=C1)CNC(CCl)=O)O)=O (4-methyl-6-α-chloroacetylaminomethyl-7-hydroxy-1-indanone). Reactants: CCC(C)(C)Cc1cn(C(c2ccccc2)(c2ccccc2)c2ccccc2)c(CC(OC)c2ccc(-c3ccc(F)cn3)cc2)n1, CO, Cl. The product is CCC(C)(C)Cc1c[nH]c(CC(OC)c2ccc(-c3ccc(F)cn3)cc2)n1. As a reaction SMILES: [CH3:2][C:3]([CH2:4][c:5]1[n:6][c:7]([CH2:29][CH:30]([O:31][CH3:32])[c:33]2[cH:34][cH:35][c:36](-[c:39]3[n:40][cH:41][c:42]([F:45])[cH:43][cH:44]3)[cH:37][cH:38]2)[n:8]([C:10]([c:11]2[cH:12][cH:13][cH:14][cH:15][cH:16]2)([c:17]2[cH:18][cH:19][cH:20][cH:21][cH:22]2)[c:23]2[cH:24][cH:25][cH:26][cH:27][cH:28]2)[cH:9]1)([CH2:46][CH3:47])[CH3:48].[CH3:49][OH:50].[ClH:1]>>[CH3:2][C:3]([CH2:4][c:5]1[n:6][c:7]([CH2:29][CH:30]([O:31][CH3:32])[c:33]2[cH:34][cH:35][c:36](-[c:39]3[n:40][cH:41][c:42]([F:45])[cH:43][cH:44]3)[cH:37][cH:38]2)[nH:8][cH:9]1)([CH2:46][CH3:47])[CH3:48]. Starting materials: C=C(C)C1CCC(C)=C1CCC(C)=O, CCOC(C)=O, [Pd]. Product: CC(=O)CCC1=C(C)CCC1C(C)C. RXN SMILES: [C:1](=[CH2:2])([CH3:3])[CH:4]1[C:5]([CH2:10][CH2:11][C:12]([CH3:13])=[O:14])=[C:6]([CH3:9])[CH2:7][CH2:8]1.[CH3:15][CH2:16][O:17][C:18](=[O:19])[CH3:20].[Pd:21]>>[CH:1]([CH3:2])([CH3:3])[CH:4]1[C:5]([CH2:10][CH2:11][C:12]([CH3:13])=[O:14])=[C:6]([CH3:9])[CH2:7][CH2:8]1. Starting materials: TEA, NC=1C=C(C(=C(C1)CN(C(=O)C(C1=CC(=C(C=C1)[C@H](CO)C)C)NC=1C=C2C=CN=C(C2=C(C1)F)N(C(OC(C)(C)C)=O)C(=O)OC(C)(C)C)C)S(=O)(=O)C1CC1)F (tert-Butyl N-(6-{[({[5-amino-2-(cyclopropanesulfonyl)-3-fluorophenyl]methyl}(methyl)carbamoyl)({4-[(2R)-1-hydroxypropan-2-yl]-3-methylphenyl})methyl]amino}-8-fluoroisoquinolin-1-yl)-N-[(tert-butoxy)carbonyl]carbamate), C(=O)(Cl)Cl (phosgene). Solvent: C(Cl)Cl (CH2Cl2), C(C)#N (acetonitrile), ClCCl (dichloromethane). Run at temperature 0 celsius, time 5 minute. Product: C(C)(C)(C)OC(=O)N(C(OC(C)(C)C)=O)C1=NC=CC2=CC(=CC(=C12)F)N[C@@H]1C2=CC(=C([C@H](COC(NC=3C=C(C(=C(CN(C1=O)C)C3)S(=O)(=O)C3CC3)F)=O)C)C=C2)C (tert-Butyl N-[(tert-butoxy)carbonyl]-N-(6-{[(2R,15R)-7-(cyclopropanesulfonyl)-8-fluoro-4,15,17-trimethyl-3,12-dioxo-13-oxa-4,11-diazatricyclo[14.2.2.16,10]henicosa-1(18),6,8,10 (21),16,19-hexaen-2-yl]amino}-8-fluoroisoquinolin-1-yl)carbamate). Yield: 25.8%. As a reaction SMILES: [NH2:1][C:2]1[CH:3]=[C:4]([F:58])[C:5]([S:52]([CH:55]2[CH2:57][CH2:56]2)(=[O:54])=[O:53])=[C:6]([CH2:8][N:9]([CH3:51])[C:10]([CH:12]([NH:24][C:25]2[CH:26]=[C:27]3[C:32](=[C:33]([F:35])[CH:34]=2)[C:31]([N:36]([C:44]([O:46][C:47]([CH3:50])([CH3:49])[CH3:48])=[O:45])[C:37](=[O:43])[O:38][C:39]([CH3:42])([CH3:41])[CH3:40])=[N:30][CH:29]=[CH:28]3)[C:13]2[CH:18]=[CH:17][C:16]([C@@H:19]([CH3:22])[CH2:20][OH:21])=[C:15]([CH3:23])[CH:14]=2)=[O:11])[CH:7]=1.[C:59](Cl)(Cl)=[O:60]>C(#N)C.ClCCl>[C:39]([O:38][C:37]([N:36]([C:31]1[C:32]2[C:27](=[CH:26][C:25]([NH:24][C@H:12]3[C:10](=[O:11])[N:9]([CH3:51])[CH2:8][C:6]4[CH:7]=[C:2]([CH:3]=[C:4]([F:58])[C:5]=4[S:52]([CH:55]4[CH2:57][CH2:56]4)(=[O:53])=[O:54])[NH:1][C:59](=[O:60])[O:21][CH2:20][C@H:19]([CH3:22])[C:16]4[CH:17]=[CH:18][C:13]3=[CH:14][C:15]=4[CH3:23])=[CH:34][C:33]=2[F:35])[CH:28]=[CH:29][N:30]=1)[C:44](=[O:45])[O:46][C:47]([CH3:48])([CH3:49])[CH3:50])=[O:43])([CH3:41])([CH3:40])[CH3:42]. Procedure details: A solution of 11F (163 mg, 0.198 mmol) in acetonitrile (3 mL) and dichloromethane (6 mL) was cooled to 0° C. To this solution was added phosgene (20% in toluene) (0.108 mL, 0.218 mmol). The mixture was stirred at 0° C. for 5 min, and rt for 1 h. The mixture was bubbled with Ar for 10 min to remove excess phosgene. The resulting solution was added dropwise over 3 h via a syringe pump into a solution of TEA (0.276 mL, 1.978 mmol) in CH2Cl2 (260 mL) at rt. The solution was stirred for 16 h. Solvent... Reactants: ClC1=C(C=CC(=C1)F)NS(=O)(=O)C1C(=CC2(OCCO2)CC1)C(=O)OCC (Ethyl 8-[N-(2-chloro-4-fluorophenyl)sulfamoyl]-1,4-dioxaspiro[4.5]dec-6-ene-7-carboxylate), [OH-].[Li+] (lithium hydroxide), Cl (hydrochloric acid). Solvent: O.O1CCCC1 (water tetrahydrofuran). Reaction conditions: temperature 50 celsius, time 7 hour. Product: ClC1=C(C=CC(=C1)F)NS(=O)(=O)C1C(=CC2(OCCO2)CC1)C(=O)O (8-[N-(2-Chloro-4-fluorophenyl)sulfamoyl]-1,4-dioxaspiro[4.5]dec-6-ene-7-carboxylic acid). The yield is 85.1%. As a reaction SMILES: [Cl:1][C:2]1[CH:7]=[C:6]([F:8])[CH:5]=[CH:4][C:3]=1[NH:9][S:10]([CH:13]1[CH2:22][CH2:21][C:16]2([O:20][CH2:19][CH2:18][O:17]2)[CH:15]=[C:14]1[C:23]([O:25]CC)=[O:24])(=[O:12])=[O:11].[OH-].[Li+].Cl>O.O1CCCC1>[Cl:1][C:2]1[CH:7]=[C:6]([F:8])[CH:5]=[CH:4][C:3]=1[NH:9][S:10]([CH:13]1[CH2:22][CH2:21][C:16]2([O:17][CH2:18][CH2:19][O:20]2)[CH:15]=[C:14]1[C:23]([OH:25])=[O:24])(=[O:12])=[O:11] |f:1.2,4.5|. Reported procedure: 1.8 g (4.29 mmol) of ethyl 8-[N-(2-chloro-4-fluorophenyl)sulfamoyl]-1,4-dioxaspiro[4.5]dec-6-ene-7-carboxylate obtained in Example 1 was dissolved in 60 ml of a water-tetrahydrofuran (1:1) solution, and 900 mg (21.45 mmol) of lithium hydroxide was added thereto, followed by stirring for 7 hours at 50° C. The reaction solution was cooled with ice, it was then made acidic by addition of 1N hydrochloric acid, and the mixture was extracted with ethyl acetate. The organic layer was washed with water ... Reactants: NC1CCCc2ccccc21, O=Cc1ccccc1-c1ccccc1. The product is c1ccc(-c2ccccc2CNC2CCCc3ccccc32)cc1. Reaction SMILES: [CH:15]1([NH2:25])[CH2:16][CH2:17][CH2:18][c:19]2[cH:20][cH:21][cH:22][cH:23][c:24]21.[c:1]1(-[c:9]2[cH:10][cH:11][cH:12][cH:13][cH:14]2)[c:2]([CH:7]=[O:8])[cH:3][cH:4][cH:5][cH:6]1>>[c:1]1(-[c:9]2[cH:10][cH:11][cH:12][cH:13][cH:14]2)[c:2]([CH2:7][NH:25][CH:15]2[CH2:16][CH2:17][CH2:18][c:19]3[cH:20][cH:21][cH:22][cH:23][c:24]32)[cH:3][cH:4][cH:5][cH:6]1. The reactants are CN(C)CC=1N=C(SC1C(=O)OCC)C1=CC=CC=C1 (Ethyl 4-((dimethylamino)methyl)-2-phenylthiazole-5-carboxylate), [H-].[Al+3].[Li+].[H-].[H-].[H-] (lithium aluminum hydride), [C@@H]([C@H](C(=O)[O-])O)(C(=O)[O-])O.[Na+].[K+] (Rochelle's salt). The solvent is O1CCCC1 (tetrahydrofuran), C(C)(=O)OCC (ethyl acetate). Run at time 8 hour. Yields the product CN(C)CC=1N=C(SC1CO)C1=CC=CC=C1 ((4-((Dimethylamino)methyl)-2-phenylthiazol-5-yl)methanol). The yield is 95.3%. Reaction SMILES: [CH3:1][N:2]([CH2:4][C:5]1[N:6]=[C:7]([C:15]2[CH:20]=[CH:19][CH:18]=[CH:17][CH:16]=2)[S:8][C:9]=1[C:10](OCC)=[O:11])[CH3:3].[H-].[Al+3].[Li+].[H-].[H-].[H-].[C@H](O)(C([O-])=O)[C@@H](O)C([O-])=O.[Na+].[K+]>O1CCCC1.C(OCC)(=O)C>[CH3:3][N:2]([CH2:4][C:5]1[N:6]=[C:7]([C:15]2[CH:20]=[CH:19][CH:18]=[CH:17][CH:16]=2)[S:8][C:9]=1[CH2:10][OH:11])[CH3:1] |f:1.2.3.4.5.6,7.8.9|. Procedure: The compound prepared in Example 127 (0.65 g) was suspended in tetrahydrofuran (20 mL) and then lithium aluminum hydride solution (1 M; 4.44 mL) was added dropwise to the solution at room temperature and stirred overnight. The reaction mixture was transferred dropwise to a stirred room temperature saturated aqueous solution of Rochelle's salt (sodium potassium tartrate). The mixture was diluted with ethyl acetate and the biphasic mixture stirred rapidly for 30 minutes. The layers were separated ...